The task is: describe an organic reaction: reactants, conditions, products, and yield. This data is from the Open Reaction Database (ORD), a public repository of structured organic reaction records. The reactants are O (water), ClC(=O)OCC (ethyl chloroformate), C(O)([O-])=O.[K+] (potassium hydrogencarbonate), C(C1=CC=CC=C1)N1CCC(CC1)(C1=C(C=CC=C1)C)C#N (1-Benzyl-4-cyano-4-(2-methylphenyl)piperidine). The solvent is ClCCl (dichloromethane). Conditions: time 24 hour. The product is C(#N)C1(CCN(CC1)C(=O)OCC)C1=C(C=CC=C1)C (4-Cyano-1-(ethoxycarbonyl)-4-(2-methylphenyl)Piperidine). The yield is 100.0%. As a reaction SMILES: C([N:8]1[CH2:13][CH2:12][C:11]([C:21]#[N:22])([C:14]2[CH:19]=[CH:18][CH:17]=[CH:16][C:15]=2[CH3:20])[CH2:10][CH2:9]1)C1C=CC=CC=1.Cl[C:24]([O:26][CH2:27][CH3:28])=[O:25].C(=O)([O-])O.[K+].O>ClCCl>[C:21]([C:11]1([C:14]2[CH:19]=[CH:18][CH:17]=[CH:16][C:15]=2[CH3:20])[CH2:12][CH2:13][N:8]([C:24]([O:26][CH2:27][CH3:28])=[O:25])[CH2:9][CH2:10]1)#[N:22] |f:2.3|. Procedure details: 1-Benzyl-4-cyano-4-(2-methylphenyl)piperidine (406 mg) was dissolved in dichloromethane (8 ml), added with ethyl chloroformate (0.16 ml) and potassium hydrogencarbonate (168 mg) and stirred at room temperature for 24 hours. The reaction mixture was added with water (10 ml) and extracted twice with dichloromethane (10 ml). The organic layer was dried over anhydrous magnesium sulfate, and then the solvent was evaporated under reduced pressure. The residue was purified by silica gel column chromato... Reactants: Cl[C@H]1[C@H](C\C=C/CCCC(=O)O)[C@H]([C@@H](C1)OC1OCCCC1)\C=C\[C@H](C(CC=C(C)C)C)OC1OCCCC1 ((5Z,13E)-(8R,9R,11R,12R,-15S,16RS)-9-chloro-11,15-bis(tetrahydropyran-2-yloxy) 16,19-dimethyl-5,13,18-prostatrienoic acid), mixture. Solvent: C(C)(=O)O.O.O1CCCC1 (acetic acid water tetrahydrofuran). The product is Cl[C@H]1[C@H](C\C=C/CCCC(=O)O)[C@H]([C@@H](C1)O)\C=C\[C@H](C(CC=C(C)C)C)O ((5Z,13E)-(8R,9R,11R,12R,15S,16RS)-9-Chloro-11,15-dihydroxy-16,19-dimethyl-5,13,18-prostatrienoic Acid). The yield is 14.6%. Reaction SMILES: [Cl:1][C@@H:2]1[CH2:15][C@@H:14]([O:16]C2CCCCO2)[C@H:13](/[CH:23]=[CH:24]/[C@@H:25]([O:33]C2CCCCO2)[CH:26]([CH3:32])[CH2:27][CH:28]=[C:29]([CH3:31])[CH3:30])[C@H:3]1[CH2:4]/[CH:5]=[CH:6]\[CH2:7][CH2:8][CH2:9][C:10]([OH:12])=[O:11]>C(O)(=O)C.O.O1CCCC1>[Cl:1][C@@H:2]1[CH2:15][C@@H:14]([OH:16])[C@H:13](/[CH:23]=[CH:24]/[C@@H:25]([OH:33])[CH:26]([CH3:32])[CH2:27][CH:28]=[C:29]([CH3:30])[CH3:31])[C@H:3]1[CH2:4]/[CH:5]=[CH:6]\[CH2:7][CH2:8][CH2:9][C:10]([OH:12])=[O:11] |f:1.2.3|. Procedure details: Under argon, 915 mg of (5Z,13E)-(8R,9R,11R,12R,-15S,16RS)-9-chloro-11,15-bis(tetrahydropyran-2-yloxy) 16,19-dimethyl-5,13,18-prostatrienoic acid was stirred at room temperature for 17 hours with 19 ml of a mixture of acetic acid/water/tetrahydrofuran (65/35/10). The mixture was evaporated thereafter under vacuum and the residue purified by column chromatography on silanized silica gel with ethanol/water (1:1), thus obtaining 94 mg of the title compound. Reactants: O=C([O-])[O-], CCCCCCBr, [Cu], [K+], [K+], CN(C)C=O, CCOC(=O)CCc1ccc(O)c(-c2cc(CCC(=O)OCC)ccc2O)c1. Product: CCCCCCOc1ccc(CCC(=O)OCC)cc1-c1cc(CCC(=O)OCC)ccc1O. RXN SMILES: [C:36](=[O:37])([O-:38])[O-:39].[CH2:29]([CH2:30][CH2:31][CH2:32][CH2:33][CH3:34])[Br:35].[Cu:42].[K+:40].[K+:41].[O:43]=[CH:44][N:45]([CH3:46])[CH3:47].[OH:1][c:2]1[c:3](-[c:15]2[c:16]([OH:28])[cH:17][cH:18][c:19]([CH2:21][CH2:22][C:23](=[O:24])[O:25][CH2:26][CH3:27])[cH:20]2)[cH:4][c:5]([CH2:8][CH2:9][C:10](=[O:11])[O:12][CH2:13][CH3:14])[cH:6][cH:7]1>>[O:1]([c:2]1[c:3](-[c:15]2[c:16]([OH:28])[cH:17][cH:18][c:19]([CH2:21][CH2:22][C:23](=[O:24])[O:25][CH2:26][CH3:27])[cH:20]2)[cH:4][c:5]([CH2:8][CH2:9][C:10](=[O:11])[O:12][CH2:13][CH3:14])[cH:6][cH:7]1)[CH2:29][CH2:30][CH2:31][CH2:32][CH2:33][CH3:34]. Reported procedure: A solution of 2,5-dimethoxytetrahydrofuran (0.14 g, 1.1 mmol) in water (3 mL) was heated at about 100° C. for about 1.5 h. The solution was cooled to ambient temperature. A suspension of (1S,3R)-3-(6-tosyl-6H-pyrrolo[2,3-e][1,2,4]triazolo[4,3-a]pyrazin-1-yl)cyclo-pentanamine hydro-chloride (0.10 g, 0.21 mmol, prepared using E from Preparation #B.1 and HCl) and NaOAc (0.05 g, 0.61 mmol) in DCM (5 mL) was added to the aqueous solution. The reaction mixture was stirred at ambient temperature for ab... RXN SMILES: CO[CH:3]1[CH2:7][CH2:6][CH:5](OC)O1.Cl.[S:11]([N:21]1[C:25]2[N:26]=[CH:27][C:28]3[N:29]([C:30]([C@@H:33]4[CH2:37][CH2:36][C@H:35]([NH2:38])[CH2:34]4)=[N:31][N:32]=3)[C:24]=2[CH:23]=[CH:22]1)([C:14]1[CH:20]=[CH:19][C:17]([CH3:18])=[CH:16][CH:15]=1)(=[O:13])=[O:12].CC([O-])=O.[Na+]>O.C(Cl)Cl>[N:38]1([C@H:35]2[CH2:36][CH2:37][C@@H:33]([C:30]3[N:29]4[C:24]5[CH:23]=[CH:22][N:21]([S:11]([C:14]6[CH:15]=[CH:16][C:17]([CH3:18])=[CH:19][CH:20]=6)(=[O:13])=[O:12])[C:25]=5[N:26]=[CH:27][C:28]4=[N:32][N:31]=3)[CH2:34]2)[CH:3]=[CH:7][CH:6]=[CH:5]1 |f:1.2,3.4|. Starting materials: Cl.S(=O)(=O)(C1=CC=C(C)C=C1)N1C=CC2=C1N=CC=1N2C(=NN1)[C@H]1C[C@H](CC1)N ((1S,3R)-3-(6-tosyl-6H-pyrrolo[2,3-e][1,2,4]triazolo[4,3-a]pyrazin-1-yl)cyclo-pentanamine hydro-chloride), CC(=O)[O-].[Na+] (NaOAc), COC1OC(CC1)OC (2,5-dimethoxytetrahydrofuran), COC1OC(CC1)OC (2,5-dimethoxytetrahydrofuran), COC1OC(CC1)OC (2,5-dimethoxytetrahydrofuran). Conditions: time 1 hour. Isolated yield 101.3%. Yields the product N1(C=CC=C1)[C@@H]1C[C@@H](CC1)C1=NN=C2N1C1=C(N=C2)N(C=C1)S(=O)(=O)C1=CC=C(C)C=C1 (1-((1R,3S)-3-(1H-pyrrol-1-yl)cyclopentyl)-6-tosyl-6H-pyrrolo[2,3-e][1,2,4]triazolo[4,3-a]pyrazine). The solvent is C(Cl)Cl (DCM), O (water), C(Cl)Cl (DCM), O (water). The reactants are O=C([O-])[O-], CN(C)C=O, Cc1ccc(S(=O)(=O)OCCCl)cc1, [K+], [K+], O=Cc1ccccc1O. The product is O=Cc1ccccc1OCCCl. RXN SMILES: [C:24](=[O:25])([O-:26])[O-:27].[CH3:30][N:31]([CH3:32])[CH:33]=[O:34].[Cl:10][CH2:11][CH2:12][O:13][S:14]([c:15]1[cH:16][cH:17][c:18]([CH3:19])[cH:20][cH:21]1)(=[O:22])=[O:23].[K+:28].[K+:29].[OH:1][c:2]1[c:3]([CH:4]=[O:5])[cH:6][cH:7][cH:8][cH:9]1>>[O:1]([c:2]1[c:3]([CH:4]=[O:5])[cH:6][cH:7][cH:8][cH:9]1)[CH2:12][CH2:11][Cl:10]. The reactants are ClC(=O)OC(C)C (Isopropyl chloroformate), FC1=C(C=CC(=C1)S(=O)(=O)C)C=1C=C2C(=CN1)OC(=C2)C2CCNCC2 (5-(2-fluoro-4-methanesulfonyl-phenyl)-2-piperidin-4-yl-furo[2,3-c]pyridine), C(C)(C)N(C(C)C)CC (N,N-diisopropyl-ethylamine). Procedure: Isopropyl chloroformate (1 mol/L in toluene; 0.30 mL) is added to a solution of 5-(2-fluoro-4-methanesulfonyl-phenyl)-2-piperidin-4-yl-furo[2,3-c]pyridine (75 mg) and N,N-diisopropyl-ethylamine (0.10 mL) in tetrahydrofuran (1 mL) chilled in an ice bath. The solution is stirred at room temperature for 3 h. The solution is concentrated and the residue is taken up in water and dichloromethane. The resulting mixture is extracted with dichloromethane and the combined extracts are dried (Na2SO4). The ... Conditions: time 3 hour. Reaction SMILES: Cl[C:2]([O:4][CH:5]([CH3:7])[CH3:6])=[O:3].[F:8][C:9]1[CH:14]=[C:13]([S:15]([CH3:18])(=[O:17])=[O:16])[CH:12]=[CH:11][C:10]=1[C:19]1[CH:20]=[C:21]2[CH:27]=[C:26]([CH:28]3[CH2:33][CH2:32][NH:31][CH2:30][CH2:29]3)[O:25][C:22]2=[CH:23][N:24]=1.C(N(CC)C(C)C)(C)C>O1CCCC1>[CH:5]([O:4][C:2]([N:31]1[CH2:32][CH2:33][CH:28]([C:26]2[O:25][C:22]3=[CH:23][N:24]=[C:19]([C:10]4[CH:11]=[CH:12][C:13]([S:15]([CH3:18])(=[O:17])=[O:16])=[CH:14][C:9]=4[F:8])[CH:20]=[C:21]3[CH:27]=2)[CH2:29][CH2:30]1)=[O:3])([CH3:7])[CH3:6]. The product is C(C)(C)OC(=O)N1CCC(CC1)C1=CC=2C(=CN=C(C2)C2=C(C=C(C=C2)S(=O)(=O)C)F)O1 (4-[5-(2-Fluoro-4-methanesulfonyl-phenyl)-furo[2,3-c]pyridin-2-yl]-piperidine-1-carboxylic acid isopropyl ester). Run in O1CCCC1 (tetrahydrofuran). Starting materials: FC(C(=O)O)(F)F (Trifluoroacetic acid), C(#N)[C@@H]1CCC[C@@H]2SCC[C@@H](C(N21)=O)NC(OC(C)(C)C)=O (tert-butyl (4S,7S,10aS)-7-cyano-5-oxooctahydro-2H-pyrido[2,1-b][1,3]thiazepin-4-ylcarbamate). Run in C(Cl)Cl (DCM). Reaction conditions: time 45 minute. Product: N[C@@H]1C(N2[C@@H](SCC1)CCC[C@H]2C#N)=O ((4S,7S,10aS)-4-amino-5-oxooctahydro-2H-pyrido[2,1-b][1,3]thiazepine-7-carbonitrile). The yield is 60.9%. RXN SMILES: FC(F)(F)C(O)=O.[C:8]([C@H:10]1[N:20]2[C@@H:14]([S:15][CH2:16][CH2:17][C@H:18]([NH:22]C(=O)OC(C)(C)C)[C:19]2=[O:21])[CH2:13][CH2:12][CH2:11]1)#[N:9]>C(Cl)Cl>[NH2:22][C@H:18]1[CH2:17][CH2:16][S:15][C@H:14]2[CH2:13][CH2:12][CH2:11][C@@H:10]([C:8]#[N:9])[N:20]2[C:19]1=[O:21]. Procedure details: Trifluoroacetic acid (0.15 mL) was added to a 0° C. solution of tert-butyl (4S,7S,10aS)-7-cyano-5-oxooctahydro-2H-pyrido[2,1-b][1,3]thiazepin-4-ylcarbamate (36 mg, 0.11 mmol) in DCM (0.35 mL). The reaction mixture was then stirred at rt for 45 min. The reaction mixture was concentrated. The residue was partitioned between EtOAc and saturated aqueous NaHCO3. The EtOAc was isolated, dried over MgSO4, filtered and concentrated give (4S,7S,10aS)-4-amino-5-oxooctahydro-2H-pyrido[2,1-b][1,3]thiazepine... Solvent: CCOCC (ether). Product: C1(CCCCC1)NC1CCCCC1 (dicylohexylamine). Starting materials: ClC1=C(C=C(C(=O)SCC(C(=O)Cl)C)C=C1)S(N)(=O)=O (3-(4-chloro-3-sulfamoylbenzoylthio)-2-methylpropionyl chloride), N1[C@H](C(=O)O)CCC1 (L-proline), C([O-])([O-])=O.[K+].[K+] (potassium carbonate). Reported procedure: A solution of 4.2 g of 3-(4-chloro-3-sulfamoylbenzoylthio)-2-methylpropionyl chloride in 15 ml ofether is added dropwise to a mixture of 1.6 g of L-proline, aqueous 1 N potassium carbonate solution and 20 ml of ether under ice-cooling and stirring, and the resulting mixture is stirred at room temperature for 2 hours. The aqueous layer is then collected and acidic with dilute hydrochloric acid, and the separated oil is extracted with ethyl acetate. The extract is washed with water, dried over anh... As a reaction SMILES: Cl[C:2]1[CH:16]=[CH:15][C:5](C(SCC(C)C(Cl)=O)=O)=[CH:4][C:3]=1S(=O)(=O)N.[NH:21]1[CH2:28][CH2:27][CH2:26][C@H:22]1[C:23](O)=O.[C:29](=O)([O-])[O-].[K+].[K+]>CCOCC>[CH:28]1([NH:21][CH:2]2[CH2:3][CH2:4][CH2:5][CH2:15][CH2:16]2)[CH2:27][CH2:26][CH2:22][CH2:23][CH2:29]1 |f:2.3.4|. Starting materials: OCc1cc2cc(Cl)cc(Br)c2o1, Cc1ccccc1, O=C1NC(=O)c2ccccc21, O. Product: O=C1c2ccccc2C(=O)N1Cc1cc2cc(Cl)cc(Br)c2o1. Reaction SMILES: [Br:12][c:13]1[cH:14][c:15]([Cl:24])[cH:16][c:17]2[cH:18][c:19]([CH2:22][OH:23])[o:20][c:21]12.[CH3:25][c:26]1[cH:27][cH:28][cH:29][cH:30][cH:31]1.[O:1]=[C:2]1[NH:3][C:4](=[O:5])[c:6]2[cH:7][cH:8][cH:9][cH:10][c:11]21.[OH2:32]>>[O:1]=[C:2]1[N:3]([CH2:22][c:19]2[cH:18][c:17]3[cH:16][c:15]([Cl:24])[cH:14][c:13]([Br:12])[c:21]3[o:20]2)[C:4](=[O:5])[c:6]2[cH:7][cH:8][cH:9][cH:10][c:11]21.